From a dataset of the Open Reaction Database (ORD), a public repository of structured organic reaction records. describe an organic reaction: reactants, conditions, products, and yield Reactants: CN(C)c1ccncc1, ICCCCI, COC(=O)c1cc(N)cc(C(=O)OC)c1, CN(C)C=O, O. Yields the product COC(=O)c1cc(C(=O)OC)cc(N2CCCC2)c1. RXN SMILES: [CH3:27][N:28]([CH3:29])[c:30]1[cH:31][cH:32][n:33][cH:34][cH:35]1.[I:21][CH2:22][CH2:23][CH2:24][CH2:25][I:26].[NH2:6][c:7]1[cH:8][c:9]([C:17](=[O:18])[O:19][CH3:20])[cH:10][c:11]([C:12](=[O:13])[O:14][CH3:15])[cH:16]1.[O:1]=[CH:2][N:3]([CH3:4])[CH3:5].[OH2:36]>>[N:6]1([c:7]2[cH:8][c:9]([C:17](=[O:18])[O:19][CH3:20])[cH:10][c:11]([C:12](=[O:13])[O:14][CH3:15])[cH:16]2)[CH2:22][CH2:23][CH2:24][CH2:25]1. Reactants: ClC1=NC(=C(N=C1)C1=CC=CC=C1)C1=CC=CC=C1 (2-chloro-5,6-diphenylpyrazine), C(C1=CC=CC=C1)OC=1C=C(C=CC1)CCNC (1-[3-(benzyloxy)phenyl]-2-(methylamino)ethane). The product is C(C1=CC=CC=C1)OC1=CC(=CC=C1)CCN(C)C1=NC(=C(N=C1)C1=CC=CC=C1)C1=CC=CC=C1 (1-(benzyloxy)-3-{2-[N-(5,6-diphenylpyrazin-2-yl)-N-methylamino]ethyl}benzene). RXN SMILES: Cl[C:2]1[CH:7]=[N:6][C:5]([C:8]2[CH:13]=[CH:12][CH:11]=[CH:10][CH:9]=2)=[C:4]([C:14]2[CH:19]=[CH:18][CH:17]=[CH:16][CH:15]=2)[N:3]=1.[CH2:20]([O:27][C:28]1[CH:29]=[C:30]([CH2:34][CH2:35][NH:36][CH3:37])[CH:31]=[CH:32][CH:33]=1)[C:21]1[CH:26]=[CH:25][CH:24]=[CH:23][CH:22]=1>>[CH2:20]([O:27][C:28]1[CH:33]=[CH:32][CH:31]=[C:30]([CH2:34][CH2:35][N:36]([C:2]2[CH:7]=[N:6][C:5]([C:8]3[CH:13]=[CH:12][CH:11]=[CH:10][CH:9]=3)=[C:4]([C:14]3[CH:19]=[CH:18][CH:17]=[CH:16][CH:15]=3)[N:3]=2)[CH3:37])[CH:29]=1)[C:21]1[CH:22]=[CH:23][CH:24]=[CH:25][CH:26]=1. Procedure details: In the same manner as in the step 1 of Example 9, except that 2-chloro-5,6-diphenylpyrazine was used in place of 2-chloro-5,6-di-p-tolylpyrazine and 1-[3-(benzyloxy)phenyl]-2-(methylamino)ethane was used in place of 4-(methylamino)-1-butanol, the desired compound was prepared as a pale yellow crystal having a melting point of 78 to 78.5° C. The reactants are Intermediate 71, C=1C=CC2=C(C1)N=NN2O (HOBt), CCN(C(C)C)C(C)C (DIPEA), C1(=CC=CC=C1)N1C=NC(=C1)C(=O)NCC(=O)O ([(1-phenyl-1H-imidazole-4-carbonyl)-amino]-acetic acid), Intermediate 68, CCN=C=NCCCN(C)C (EDCI), Cl.N1CC(C1)OC=1C=C(C#N)C=CC1C (3-(azetidin-3-yloxy)-4-methyl-benzonitrile hydrochloride). Solvent: CN(C)C=O (DMF). Run at time 2 minute. The product is C(#N)C=1C=CC(=C(OC2CN(C2)C(CNC(=O)C=2N=CN(C2)C2=CC=CC=C2)=O)C1)C (1-phenyl-1H-imidazole-4-carboxylic acid {2-[3-(5-cyano-2-methyl-phenoxy)-azetidin-1-yl]-2-oxo-ethyl}-amide). The yield is 18.7%. RXN SMILES: CCN(C(C)C)C(C)C.[C:10]1([N:16]2[CH:20]=[C:19]([C:21]([NH:23][CH2:24][C:25]([OH:27])=O)=[O:22])[N:18]=[CH:17]2)[CH:15]=[CH:14][CH:13]=[CH:12][CH:11]=1.C1C=CC2N(O)N=NC=2C=1.CCN=C=NCCCN(C)C.Cl.[NH:50]1[CH2:53][CH:52]([O:54][C:55]2[CH:56]=[C:57]([CH:60]=[CH:61][C:62]=2[CH3:63])[C:58]#[N:59])[CH2:51]1>CN(C=O)C>[C:58]([C:57]1[CH:60]=[CH:61][C:62]([CH3:63])=[C:55]([CH:56]=1)[O:54][CH:52]1[CH2:51][N:50]([C:25](=[O:27])[CH2:24][NH:23][C:21]([C:19]2[N:18]=[CH:17][N:16]([C:10]3[CH:11]=[CH:12][CH:13]=[CH:14][CH:15]=3)[CH:20]=2)=[O:22])[CH2:53]1)#[N:59] |f:4.5|. Reported procedure: DIPEA (193.9 mg, 1.5 mmol) was added to a stirred solution of [(1-phenyl-1H-imidazole-4-carbonyl)-amino]-acetic acid (prepared from Intermediate 68 by means of Step 3 of the General Scheme) (92 mg, 0.37 mmol) in DMF (3 mL) followed by HOBt (53.2 mg, 0.39 mmol) and EDCI (75.5 mg, 0.39 mmol). After 2 minutes of stirring, 3-(azetidin-3-yloxy)-4-methyl-benzonitrile hydrochloride (prepared by the method used for the synthesis of Intermediate 71) (84 mg, 0.37 mmol) was added and the resulting mixture ... The reactants are CC(C)C(NOCc1ccccn1)C(=O)NC(Cc1ccccc1)C(O)CC(Cc1ccccc1)NC(=O)OC(C)(C)C, Cl, C1COCCO1. Product: Cl, CC(C)C(NOCc1ccccn1)C(=O)NC(Cc1ccccc1)C(O)CC(N)Cc1ccccc1. RXN SMILES: [C:1]([O:2][C:3](=[O:4])[NH:8][CH:9]([CH2:10][CH:11]([CH:12]([CH2:13][c:14]1[cH:15][cH:16][cH:17][cH:18][cH:19]1)[NH:20][C:21]([CH:22]([NH:23][O:24][CH2:25][c:26]1[n:27][cH:28][cH:29][cH:30][cH:31]1)[CH:32]([CH3:33])[CH3:34])=[O:35])[OH:36])[CH2:37][c:38]1[cH:39][cH:40][cH:41][cH:42][cH:43]1)([CH3:5])([CH3:6])[CH3:7].[ClH:44].[O:45]1[CH2:46][CH2:47][O:48][CH2:49][CH2:50]1>>[ClH:44].[NH2:8][CH:9]([CH2:10][CH:11]([CH:12]([CH2:13][c:14]1[cH:15][cH:16][cH:17][cH:18][cH:19]1)[NH:20][C:21]([CH:22]([NH:23][O:24][CH2:25][c:26]1[n:27][cH:28][cH:29][cH:30][cH:31]1)[CH:32]([CH3:33])[CH3:34])=[O:35])[OH:36])[CH2:37][c:38]1[cH:39][cH:40][cH:41][cH:42][cH:43]1.